Dataset: the Open Reaction Database (ORD), a public repository of structured organic reaction records. Task: describe an organic reaction: reactants, conditions, products, and yield Starting materials: CC1=NC=2C=CC3=C(C2C(N1)=O)C=C(C=C3)S(=O)(=O)NC3=CC=C(C(=O)N[C@@H](CCC(=O)OCC)C(=O)OCC)C=C3 (diethyl N-(4-((1,2-dihydro-3-methyl-1-oxobenzo[f]quinazolin-9-yl)sulfonamido)benzoyl)-L-glutamate), Cl (HCl). The solvent is C(C)O (ethanol), [OH-].[Na+] (NaOH). Yields the product CC1=NC=2C=CC3=C(C2C(N1)=O)C=C(C=C3)S(=O)(=O)NC3=CC=C(C(=O)N[C@@H](CCC(=O)O)C(=O)O)C=C3 (N-(4-((1,2-dihydro-3-methyl-1-oxobenzo[f]quinazolin-9-yl)sulfonamido)benzoyl)-L-glutamic acid). Isolated yield 100.4%. Reaction SMILES: [CH3:1][C:2]1[NH:11][C:10](=[O:12])[C:9]2[C:8]3[CH:13]=[C:14]([S:17]([NH:20][C:21]4[CH:42]=[CH:41][C:24]([C:25]([NH:27][C@H:28]([C:36]([O:38]CC)=[O:37])[CH2:29][CH2:30][C:31]([O:33]CC)=[O:32])=[O:26])=[CH:23][CH:22]=4)(=[O:19])=[O:18])[CH:15]=[CH:16][C:7]=3[CH:6]=[CH:5][C:4]=2[N:3]=1.Cl>C(O)C.[OH-].[Na+]>[CH3:1][C:2]1[NH:11][C:10](=[O:12])[C:9]2[C:8]3[CH:13]=[C:14]([S:17]([NH:20][C:21]4[CH:22]=[CH:23][C:24]([C:25]([NH:27][C@H:28]([C:36]([OH:38])=[O:37])[CH2:29][CH2:30][C:31]([OH:33])=[O:32])=[O:26])=[CH:41][CH:42]=4)(=[O:19])=[O:18])[CH:15]=[CH:16][C:7]=3[CH:6]=[CH:5][C:4]=2[N:3]=1 |f:3.4|. Procedure details: A solution of diethyl N-(4-((1,2-dihydro-3-methyl-1-oxobenzo[f]quinazolin-9-yl)sulfonamido)benzoyl)-L-glutamate (0.22 g, 0.37 mmol) in ethanol (3 ml) and 0.25 N NaOH (12 ml) was stirred at room temperature for 3 hours. The solution was slowly acidified to pH 3 with 1N HCl and the resulting precipitate filtered, washed with water, and dried under high vacuum to give N-(4-((1,2-dihydro-3-methyl-1-oxobenzo[f]quinazolin-9-yl)sulfonamido)benzoyl)-L-glutamic acid as a white solid (0.20 g). 1H NMR (DMS...